This data is from the Open Reaction Database (ORD), a public repository of structured organic reaction records. The task is: describe an organic reaction: reactants, conditions, products, and yield The reactants are Cc1cn(COCC[Si](C)(C)C)c2ncc(Br)nc12, N=C(c1ccccc1)c1ccccc1, O=C([O-])[O-], C1CCOC1, [Cs+], [Cs+], CC(=O)[O-], CC(=O)[O-], [Pd+2], c1ccc(P(c2ccccc2)c2ccc3ccccc3c2-c2c(P(c3ccccc3)c3ccccc3)ccc3ccccc23)cc1. Yields the product Cc1cn(COCC[Si](C)(C)C)c2ncc(N=C(c3ccccc3)c3ccccc3)nc12. As a reaction SMILES: [Br:1][c:2]1[n:3][c:4]2[c:5]([n:6][cH:7]1)[n:8]([CH2:12][O:13][CH2:14][CH2:15][Si:16]([CH3:17])([CH3:18])[CH3:19])[cH:9][c:10]2[CH3:11].[C:20]([c:21]1[cH:22][cH:23][cH:24][cH:25][cH:26]1)([c:27]1[cH:28][cH:29][cH:30][cH:31][cH:32]1)=[NH:33].[C:34](=[O:35])([O-:36])[O-:37].[CH2:86]1[O:87][CH2:88][CH2:89][CH2:90]1.[Cs+:38].[Cs+:39].[O-:92][C:93]([CH3:94])=[O:95].[O-:96][C:97]([CH3:98])=[O:99].[Pd+2:91].[cH:40]1[cH:41][cH:42][c:43]([P:44]([c:45]2[cH:46][cH:47][c:48]3[c:49]([cH:50][cH:51][cH:52][cH:53]3)[c:54]2-[c:55]2[c:56]3[c:57]([cH:58][cH:59][cH:60][cH:61]3)[cH:62][cH:63][c:64]2[P:65]([c:66]2[cH:67][cH:68][cH:69][cH:70][cH:71]2)[c:72]2[cH:73][cH:74][cH:75][cH:76][cH:77]2)[c:78]2[cH:79][cH:80][cH:81][cH:82][cH:83]2)[cH:84][cH:85]1>>[c:2]1([N:33]=[C:20]([c:21]2[cH:22][cH:23][cH:24][cH:25][cH:26]2)[c:27]2[cH:28][cH:29][cH:30][cH:31][cH:32]2)[n:3][c:4]2[c:5]([n:6][cH:7]1)[n:8]([CH2:12][O:13][CH2:14][CH2:15][Si:16]([CH3:17])([CH3:18])[CH3:19])[cH:9][c:10]2[CH3:11]. The reactants are N#CNC(=NCCc1ccc(N)cc1)c1cccnc1, [BH3-]C#N, CO, O=Cc1ccccc1, [Na+]. Product: N#CNC(=NCCc1ccc(NCc2ccccc2)cc1)c1cccnc1. RXN SMILES: [C:1](#[N:2])[NH:3][C:4](=[N:5][CH2:6][CH2:7][c:8]1[cH:9][cH:10][c:11]([NH2:14])[cH:12][cH:13]1)[c:15]1[cH:16][n:17][cH:18][cH:19][cH:20]1.[C:29]([BH3-:30])#[N:31].[CH3:33][OH:34].[CH:21](=[O:22])[c:23]1[cH:24][cH:25][cH:26][cH:27][cH:28]1.[Na+:32]>>[C:1](#[N:2])[NH:3][C:4](=[N:5][CH2:6][CH2:7][c:8]1[cH:9][cH:10][c:11]([NH:14][CH2:21][c:23]2[cH:24][cH:25][cH:26][cH:27][cH:28]2)[cH:12][cH:13]1)[c:15]1[cH:16][n:17][cH:18][cH:19][cH:20]1. The reactants are CC1=CC=CC(=C1C(=O)OCC)[N+](=O)[O-] (ethyl 6-methyl-2-nitrobenzoate). Reagents/catalysts: [Fe] (iron). Solvent: C(C)(=O)O (acetic acid), C(C)O (ethanol), O (water). Product: NC1=C(C(=O)OCC)C(=CC=C1)C (Ethyl 2-Amino-6-methylbenzoate). Reaction SMILES: [CH3:1][C:2]1[C:7]([C:8]([O:10][CH2:11][CH3:12])=[O:9])=[C:6]([N+:13]([O-])=O)[CH:5]=[CH:4][CH:3]=1>C(O)(=O)C.C(O)C.O.[Fe]>[NH2:13][C:6]1[CH:5]=[CH:4][CH:3]=[C:2]([CH3:1])[C:7]=1[C:8]([O:10][CH2:11][CH3:12])=[O:9]. Procedure details: A reaction mixture of 185 g of ethyl 6-methyl-2-nitrobenzoate and 176 g of powdered iron in 343 mL of glacial acetic acid and 2200 mL of ethanol was heated at reflux for 5 hours. The reaction mixture was allowed to cool, diluted with excess water and extracted with ethyl acetate. The organic layer was dried over sodium sulfate, filtered and concentrated to an orange oil 148.3 g. The reactants are C(=O)O (formic acid), NC1=C(C=NN1C1=C(C=C(C=C1)OC(F)(F)F)Cl)C#N (5-amino-4-cyano-1-(2-chloro-4-trifluoromethoxy-phenyl)-pyrazole). The reagents and catalysts are [Ni] (Raney nickel). Yields the product NC1=C(C=NN1C1=C(C=C(C=C1)OC(F)(F)F)Cl)C=O (5-amino-1-(2-chloro-4-trifluoromethoxy-phenyl)-4-formyl-pyrazole). The yield is 62.0%. As a reaction SMILES: [NH2:1][C:2]1[N:6]([C:7]2[CH:12]=[CH:11][C:10]([O:13][C:14]([F:17])([F:16])[F:15])=[CH:9][C:8]=2[Cl:18])[N:5]=[CH:4][C:3]=1[C:19]#N.C(O)=[O:22]>[Ni]>[NH2:1][C:2]1[N:6]([C:7]2[CH:12]=[CH:11][C:10]([O:13][C:14]([F:17])([F:16])[F:15])=[CH:9][C:8]=2[Cl:18])[N:5]=[CH:4][C:3]=1[CH:19]=[O:22]. Reported procedure: 12 g (0.042 mol) of 5-amino-4-cyano-1-(2-chloro-4-trifluoromethoxy-phenyl)-pyrazole are boiled under reflux with 5 g of Raney nickel in 50 ml of 75% strength aqueous formic acid for 1 hour; the still warm solution is filtered under suction, the residue is rinsed with water, the filtrate is extracted several times with ether, and the combined ether phases are washed with saturated sodium bicarbonate solution, dried over sodium sulphate and evaporated down in vacuo. 8.0 g (62% of theory) of 5-amin... Starting materials: CN(CCC=1N(C2=CC=CC=C2C1C)C1=CC=CC=C1)C (2-(2-dimethylaminoethyl)-3-methyl-1-phenylindole), [BH4-].[Na+] (sodium borohydride), O (water), B(F)(F)F.CCOCC (boron trifluoride diethyl etherate). Solvent: O1CCCC1 (tetrahydrofuran). Product: CN(CCC1N(C2=CC=CC=C2C1C)C1=CC=CC=C1)C (2-(2-dimethylaminoethyl)-3-methyl-1-phenylindoline). Reaction SMILES: [CH3:1][N:2]([CH3:21])[CH2:3][CH2:4][C:5]1[N:6]([C:15]2[CH:20]=[CH:19][CH:18]=[CH:17][CH:16]=2)[C:7]2[C:12]([C:13]=1[CH3:14])=[CH:11][CH:10]=[CH:9][CH:8]=2.[BH4-].[Na+].B(F)(F)F.CCOCC.O>O1CCCC1>[CH3:21][N:2]([CH3:1])[CH2:3][CH2:4][CH:5]1[CH:13]([CH3:14])[C:12]2[C:7](=[CH:8][CH:9]=[CH:10][CH:11]=2)[N:6]1[C:15]1[CH:20]=[CH:19][CH:18]=[CH:17][CH:16]=1 |f:1.2,3.4|. Procedure: To a solution of 22.3 g of 2-(2-dimethylaminoethyl)-3-methyl-1-phenylindole in 160 ml of tetrahydrofuran there are added 6.1 g of sodium borohydride. 26.3 ml of boron trifluoride diethyl etherate are added dropwise at room temperature. The mixture is then heated at reflux for one hour, cooled to 0° and 15 ml of water are slowly added dropwise. The mixture is then poured onto ice-water and the resulting boron complex is extracted with ethyl acetate. Reactants: NC1=NC=NC2=CC(=CC=C12)NC(C(C)(C)C)=O (4-amino-7-pivalamidoquinazoline), COC=C(C(=O)OC)C(=O)OC (dimethyl methoxymethylenepropanedioate), O (water). The solvent is CN(C=O)C (N,N-dimethylformamide). Conditions: temperature 100 celsius, time 25 minute. The product is C(C(C)(C)C)(=O)NC1=CC=C2C(=NC=NC2=C1)NC=C(C(=O)OC)C(=O)OC (dimethyl [[7-pivalamido-4-quinazolinylamino]methylene]propanedioate). The yield is 82.5%. RXN SMILES: [NH2:1][C:2]1[C:11]2[C:6](=[CH:7][C:8]([NH:12][C:13](=[O:18])[C:14]([CH3:17])([CH3:16])[CH3:15])=[CH:9][CH:10]=2)[N:5]=[CH:4][N:3]=1.CO[CH:21]=[C:22]([C:27]([O:29][CH3:30])=[O:28])[C:23]([O:25][CH3:26])=[O:24].O>CN(C)C=O>[C:13]([NH:12][C:8]1[CH:7]=[C:6]2[C:11]([C:2]([NH:1][CH:21]=[C:22]([C:27]([O:29][CH3:30])=[O:28])[C:23]([O:25][CH3:26])=[O:24])=[N:3][CH:4]=[N:5]2)=[CH:10][CH:9]=1)(=[O:18])[C:14]([CH3:15])([CH3:17])[CH3:16]. Reported procedure: A mixture of 4-amino-7-pivalamidoquinazoline (10.5 g) and dimethyl methoxymethylenepropanedioate (10.9 g) in N,N-dimethylformamide (32 ml) was stirred at 100° C. for 1 hour and 25 minutes. After the reaction mixture was cooled to ambient temperature, water was added. The resulting solid was separated by filtration, washed with water and dried. The crystals were recrystallized from a mixture of ethyl acetate and ethanol to give crystalline dimethyl [[7-pivalamido-4-quinazolinylamino]methylene]pro... Reactants: C(C)S(=O)(=O)N1CCC(CC1)C1=CNC2=C(C=C(C=C12)C1=CC=C(C=C1)C=O)C(=O)N (3-[1-(ethylsulfonyl)-4-piperidinyl]-5-(4-formylphenyl)-1H-indole-7-carboxamide), CCC(CC)N (3-pentanamine), C(C)(=O)O[BH-](OC(C)=O)OC(C)=O.[Na+] (sodium triacetoxyborohydride). Reagents/catalysts: C(C)(=O)O (acetic acid). The solvent is CS(=O)C (DMSO). Run at time 2 hour. The product is C(C)C(CC)NCC1=CC=C(C=C1)C=1C=C2C(=CNC2=C(C1)C(=O)N)C1CCN(CC1)S(=O)(=O)CC (5-(4-{[(1-ethylpropyl)amino]methyl}phenyl)-3-[1-(ethylsulfonyl)-4-piperidinyl]-1H-indole-7-carboxamide). Yield: 75.1%. RXN SMILES: [CH2:1]([S:3]([N:6]1[CH2:11][CH2:10][CH:9]([C:12]2[C:20]3[C:15](=[C:16]([C:29]([NH2:31])=[O:30])[CH:17]=[C:18]([C:21]4[CH:26]=[CH:25][C:24]([CH:27]=O)=[CH:23][CH:22]=4)[CH:19]=3)[NH:14][CH:13]=2)[CH2:8][CH2:7]1)(=[O:5])=[O:4])[CH3:2].[CH3:32][CH2:33][CH:34]([NH2:37])[CH2:35][CH3:36].C(O[BH-](OC(=O)C)OC(=O)C)(=O)C.[Na+]>CS(C)=O.C(O)(=O)C>[CH2:33]([CH:34]([NH:37][CH2:27][C:24]1[CH:23]=[CH:22][C:21]([C:18]2[CH:19]=[C:20]3[C:15](=[C:16]([C:29]([NH2:31])=[O:30])[CH:17]=2)[NH:14][CH:13]=[C:12]3[CH:9]2[CH2:10][CH2:11][N:6]([S:3]([CH2:1][CH3:2])(=[O:4])=[O:5])[CH2:7][CH2:8]2)=[CH:26][CH:25]=1)[CH2:35][CH3:36])[CH3:32] |f:2.3|. Procedure: To a solution of 3-[1-(ethylsulfonyl)-4-piperidinyl]-5-(4-formylphenyl)-1H-indole-7-carboxamide (40 mg, 0.09 mmol) in DMSO (900 μL) and acetic acid (2 drops) was added 3-pentanamine (108 μL, 1.08 mmol). After 2 h, sodium triacetoxyborohydride (172 mg, 0.81 mmol) was added. Reaction mixture was stirred overnight. Compound was purified by Gilson Preparatory HPLC to afford 34.5 mg of the title compound (74%). Yields the product ClC1=C2CNC(C2=C(C=C1)C=1N(C2=CC(=CC=C2C1)C(=O)N1CCN(CC1)CCO)C)=O (4-Chloro-7-{6-[4-(2-hydroxyethyl)piperazin-1-ylcarbonyl]-1-methylindol-2-yl}isoindolinone). Solvent: C(C)(=O)OCC (ethyl acetate), O (water), CN(C)C=O (DMF). Run at time 30 minute. The reactants are CCN=C=NCCCN(C)C (EDCI), C1=CC=C2C(=C1)N=NN2O.O (HOBT monohydrate), OCCN1CCNCC1 (1-(2-hydroxyethyl)piperazine), ClC1=C2CNC(C2=C(C=C1)C=1N(C2=CC(=CC=C2C1)C(=O)O)C)=O (4-Chloro-7-(6-carboxy-1-methylindol-2-yl)isoindolinone). The yield is 62.4%. As a reaction SMILES: [Cl:1][C:2]1[CH:10]=[CH:9][C:8]([C:11]2[N:12]([CH3:23])[C:13]3[C:18]([CH:19]=2)=[CH:17][CH:16]=[C:15]([C:20]([OH:22])=O)[CH:14]=3)=[C:7]2[C:3]=1[CH2:4][NH:5][C:6]2=[O:24].CCN=C=NCCCN(C)C.C1C=C2N=NN(O)C2=CC=1.O.[OH:47][CH2:48][CH2:49][N:50]1[CH2:55][CH2:54][NH:53][CH2:52][CH2:51]1>CN(C=O)C.C(OCC)(=O)C.O>[Cl:1][C:2]1[CH:10]=[CH:9][C:8]([C:11]2[N:12]([CH3:23])[C:13]3[C:18]([CH:19]=2)=[CH:17][CH:16]=[C:15]([C:20]([N:53]2[CH2:54][CH2:55][N:50]([CH2:49][CH2:48][OH:47])[CH2:51][CH2:52]2)=[O:22])[CH:14]=3)=[C:7]2[C:3]=1[CH2:4][NH:5][C:6]2=[O:24] |f:2.3|. Procedure details: In a similar manner to Step 1 of Example 20, Compound 158 (20.0 mg, 0.0587 mmol) was dissolved in DMF (1 mL), and the solution was treated with EDCI (23 mg, 0.12 mmol), HOBT monohydrate (7.9 mg, 0.059 mmol) and 1-(2-hydroxyethyl)piperazine (31 mg, 0.24 mmol). The mixture was added with water and ethyl acetate, and then extracted with 1 mol/L hydrochloric acid. The aqueous layer was added with sodium carbonate to adjust the pH to 9 and extracted with ethyl acetate. The organic layer was washed wi... The reactants are product, S(=O)(C)C.NC1=NC(=NC(=C1NC(OC)=O)N)C1=NN(C2=NC=CC=C21)CC2=C(C=CC=C2)F (methyl {4,6-diamino-2-[1-(2-fluorobenzyl)-1H-pyrazolo[3,4-b]pyridin-3-yl]pyrimidin-5-yl}carbamate sulphinyldimethane). Run in C(C)O (ethanol), C(C)(=O)OCC (ethyl acetate). Run at temperature 73.5 celsius. The product is NC1=NC(=NC(=C1NC(OC)=O)N)C1=NN(C2=NC=CC=C21)CC2=C(C=CC=C2)F (methyl 4,6-diamino-2-[1-(2-fluorobenzyl)-1H-pyrazolo[3,4-b]pyridin-3-yl]-5-pyrimidinylcarbamate). As a reaction SMILES: S(C)(C)=O.[NH2:5][C:6]1[C:11]([NH:12][C:13](=[O:16])[O:14][CH3:15])=[C:10]([NH2:17])[N:9]=[C:8]([C:18]2[C:26]3[C:21](=[N:22][CH:23]=[CH:24][CH:25]=3)[N:20]([CH2:27][C:28]3[CH:33]=[CH:32][CH:31]=[CH:30][C:29]=3[F:34])[N:19]=2)[N:7]=1>C(OCC)(=O)C.C(O)C>[NH2:5][C:6]1[C:11]([NH:12][C:13](=[O:16])[O:14][CH3:15])=[C:10]([NH2:17])[N:9]=[C:8]([C:18]2[C:26]3[C:21](=[N:22][CH:23]=[CH:24][CH:25]=3)[N:20]([CH2:27][C:28]3[CH:33]=[CH:32][CH:31]=[CH:30][C:29]=3[F:34])[N:19]=2)[N:7]=1 |f:0.1|. Reported procedure: 7.1 kg of the product of the formula (II) were suspended in 171.6 kg of ethyl acetate and 42 kg of ethanol, and the mixture was stirred at reflux (internal temperature about 73-74° C.) for 20 h. The suspension was cooled to RT and filtered off with suction, and the product was washed four times with in each case 12.2 kg of ethyl acetate. The product was then washed twice with in each case 12.2 kg of water to expel the ethyl acetate, and the moist product was dried under reduced pressure at 50° C...